The task is: describe an organic reaction: reactants, conditions, products, and yield. This data is from the Open Reaction Database (ORD), a public repository of structured organic reaction records. Starting materials: NC1=CC=C(C#N)C=C1 (4-aminobenzonitrile), ClCC(=O)[O-].[Na+] (sodium chloroacetate), C([O-])(O)=O.[Na+] (sodium bicarbonate). Solvent: O (water). The product is C(#N)C1=CC=C(C=C1)NCC(=O)O (2-(4-cyanophenylamino)acetic acid). The yield is 70.5%. RXN SMILES: [NH2:1][C:2]1[CH:9]=[CH:8][C:5]([C:6]#[N:7])=[CH:4][CH:3]=1.Cl[CH2:11][C:12]([O-:14])=[O:13].[Na+].C(=O)(O)[O-].[Na+]>O>[C:6]([C:5]1[CH:8]=[CH:9][C:2]([NH:1][CH2:11][C:12]([OH:14])=[O:13])=[CH:3][CH:4]=1)#[N:7] |f:1.2,3.4|. Reported procedure: 54.0 g (0.46 mol) of 4-aminobenzonitrile and 106.5 g (0.92 mol) of sodium chloroacetate were suspended in 750 mL of water, and the resulting mixture was stirred at reflux temperature for 4 hours. After cooling to room temperature, pH was adjusted to 8-9 with sodium bicarbonate. The resulting solution was washed with 2×200 mL of ethyl acetate, and 5M hydrochloric acid was added to the aqueous phase until pH=3. The precipitated solid was isolated by filtration, washed with 100 mL of water and drie... RXN SMILES: [S:20](=[O:21])(=[O:22])([OH:23])[OH:24].[c:1]1([C:7]2([CH2:15][CH2:16][C:17](=[O:18])[OH:19])[C:8](=[O:14])[NH:9][C:10](=[O:13])[CH2:11][CH2:12]2)[cH:2][cH:3][cH:4][cH:5][cH:6]1>>[c:1]12[c:2]([cH:3][cH:4][cH:5][cH:6]1)[C:17](=[O:19])[CH2:16][CH2:15][C:7]21[C:8](=[O:14])[NH:9][C:10](=[O:13])[CH2:11][CH2:12]1. Reactants: O=S(=O)(O)O, O=C(O)CCC1(c2ccccc2)CCC(=O)NC1=O. Yields the product O=C1CCC2(CCC(=O)c3ccccc32)C(=O)N1. Reactants: 6β-(N-benzyl)methylamino-17-cyclopropylmethyl-4,5α-epoxy-3,14β-dihydroxymorphinan, Cl.Cl.C1(CC1)CN1[C@H]2[C@@]3(CC[C@H]([C@H]4[C@@]3(C=3C(=C(C=CC3C2)O)O4)CC1)N(C(C)C)CC1=CC=CC=C1)O (17-cyclopropylmethyl-3,14β-dihydroxy-4,5α-epoxy-6β-(N-isopropylbenzylamino)morphinan dihydrochloride), Cl.Cl.C1(CC1)CN1[C@H]2[C@@]3(CC[C@H]([C@H]4[C@@]3(C=3C(=C(C=CC3C2)O)O4)CC1)N(CCCCC)CC1=CC=CC=C1)O (17-cyclopropylmethyl-3,14β-dihydroxy-4,5α-epoxy-6β-(N-pentylbenzylamino)morphinan dihydrochloride), Cl.Cl.C1(CC1)CN1[C@H]2[C@@]3(CC[C@H]([C@H]4[C@@]3(C=3C(=C(C=CC3C2)O)O4)CC1)N(CC(C)C)CC1=CC=CC=C1)O (17-cyclopropylmethyl-3,14β-dihydroxy-4,5α-epoxy-6β-(N-isobutylbenzylamino)morphinan dihydrochloride), Cl.Cl.C1(CC1)CN1[C@H]2[C@@]3(CC[C@H]([C@H]4[C@@]3(C=3C(=C(C=CC3C2)O)O4)CC1)N(CCCC)CC1=CC=CC=C1)O (17-cyclopropylmethyl-3,14β-dihydroxy-4,5α-epoxy-6β-(N-butylbenzylamino)morphinan dihydrochloride). The product is C1(CC1)CN1[C@H]2[C@@]3(CC[C@H]([C@H]4[C@@]3(C=3C(=C(C=CC3C2)O)O4)CC1)NC(C)C)O (17-cyclopropylmethyl-3,14β-dihydroxy-4,5α-epoxy-6β-isopropylaminomorphinan), C1(CC1)CN1[C@H]2[C@@]3(CC[C@H]([C@H]4[C@@]3(C=3C(=C(C=CC3C2)O)O4)CC1)NCC(C)C)O (17-cyclopropylmethyl-3,14β-dihydroxy-4,5α-epoxy-6β-isobutylaminomorphinan), C1(CC1)CN1[C@H]2[C@@]3(CC[C@H]([C@H]4[C@@]3(C=3C(=C(C=CC3C2)O)O4)CC1)NCCCC)O (17-cyclopropylmethyl-3,14β-dihydroxy-4,5α-epoxy-6β-butylaminomorphinan), C1(CC1)CN1[C@H]2[C@@]3(CC[C@H]([C@H]4[C@@]3(C=3C(=C(C=CC3C2)O)O4)CC1)NCCCCC)O (17-cyclopropylmethyl-3,14β-dihydroxy-4,5α-epoxy-6β-pentylaminomorphinan). Yield: 100.0%. RXN SMILES: Cl.Cl.[CH:3]1([CH2:6][N:7]2[CH2:25][CH2:24][C@:14]34[C:15]5[C:16]6[O:23][C@H:13]3[C@H:12]([N:26](CC3C=CC=CC=3)[CH:27]([CH3:29])[CH3:28])[CH2:11][CH2:10][C@@:9]4([OH:37])[C@H:8]2[CH2:21][C:20]=5[CH:19]=[CH:18][C:17]=6[OH:22])[CH2:5][CH2:4]1.Cl.Cl.[CH:40]1([CH2:43][N:44]2[CH2:62][CH2:61][C@:51]34[C:52]5[C:53]6[O:60][C@H:50]3[C@H:49]([N:63](CC3C=CC=CC=3)[CH2:64][CH:65]([CH3:67])[CH3:66])[CH2:48][CH2:47][C@@:46]4([OH:75])[C@H:45]2[CH2:58][C:57]=5[CH:56]=[CH:55][C:54]=6[OH:59])[CH2:42][CH2:41]1.Cl.Cl.[CH:78]1([CH2:81][N:82]2[CH2:100][CH2:99][C@:89]34[C:90]5[C:91]6[O:98][C@H:88]3[C@H:87]([N:101](CC3C=CC=CC=3)[CH2:102][CH2:103][CH2:104][CH3:105])[CH2:86][CH2:85][C@@:84]4([OH:113])[C@H:83]2[CH2:96][C:95]=5[CH:94]=[CH:93][C:92]=6[OH:97])[CH2:80][CH2:79]1.Cl.Cl.[CH:116]1([CH2:119][N:120]2[CH2:138][CH2:137][C@:127]34[C:128]5[C:129]6[O:136][C@H:126]3[C@H:125]([N:139](CC3C=CC=CC=3)[CH2:140][CH2:141][CH2:142][CH2:143][CH3:144])[CH2:124][CH2:123][C@@:122]4([OH:152])[C@H:121]2[CH2:134][C:133]=5[CH:132]=[CH:131][C:130]=6[OH:135])[CH2:118][CH2:117]1>>[CH:3]1([CH2:6][N:7]2[CH2:25][CH2:24][C@:14]34[C:15]5[C:16]6[O:23][C@H:13]3[C@H:12]([NH:26][CH:27]([CH3:28])[CH3:29])[CH2:11][CH2:10][C@@:9]4([OH:37])[C@H:8]2[CH2:21][C:20]=5[CH:19]=[CH:18][C:17]=6[OH:22])[CH2:4][CH2:5]1.[CH:40]1([CH2:43][N:44]2[CH2:62][CH2:61][C@:51]34[C:52]5[C:53]6[O:60][C@H:50]3[C@H:49]([NH:63][CH2:64][CH:65]([CH3:66])[CH3:67])[CH2:48][CH2:47][C@@:46]4([OH:75])[C@H:45]2[CH2:58][C:57]=5[CH:56]=[CH:55][C:54]=6[OH:59])[CH2:41][CH2:42]1.[CH:78]1([CH2:81][N:82]2[CH2:100][CH2:99][C@:89]34[C:90]5[C:91]6[O:98][C@H:88]3[C@H:87]([NH:101][CH2:102][CH2:103][CH2:104][CH3:105])[CH2:86][CH2:85][C@@:84]4([OH:113])[C@H:83]2[CH2:96][C:95]=5[CH:94]=[CH:93][C:92]=6[OH:97])[CH2:79][CH2:80]1.[CH:116]1([CH2:119][N:120]2[CH2:138][CH2:137][C@:127]34[C:128]5[C:129]6[O:136][C@H:126]3[C@H:125]([NH:139][CH2:140][CH2:141][CH2:142][CH2:143][CH3:144])[CH2:124][CH2:123][C@@:122]4([OH:152])[C@H:121]2[CH2:134][C:133]=5[CH:132]=[CH:131][C:130]=6[OH:135])[CH2:117][CH2:118]1 |f:0.1.2,3.4.5,6.7.8,9.10.11|. Reported procedure: The procedure of Example 6 was repeated, except that 17-cyclopropylmethyl-3,14β-dihydroxy-4,5α-epoxy-6β-(N-isopropylbenzylamino)morphinan dihydrochloride 191, 17-cyclopropylmethyl-3,14β-dihydroxy-4,5α-epoxy-6β-(N-isobutylbenzylamino)morphinan dihydrochloride 192, 17-cyclopropylmethyl-3,14β-dihydroxy-4,5α-epoxy-6β-(N-butylbenzylamino)morphinan dihydrochloride 193 and 17-cyclopropylmethyl-3,14β-dihydroxy-4,5α-epoxy-6β-(N-pentylbenzylamino)morphinan dihydrochloride 194 were used as the starting com... Reactants: O=C([O-])[O-], CCOC(C)=O, CCO, CCOC(=O)CN1C(=O)C(C(C)C)N(C=O)C=C1c1ccccc1, [K+], [K+], O. Product: CC(C)C1C(=O)N(CC(=O)O)C(c2ccccc2)=CN1C=O. Reaction SMILES: [C:1](=[O:2])([O-:3])[O-:4].[CH3:32][CH2:33][O:34][C:35](=[O:36])[CH3:37].[CH3:38][CH2:39][OH:40].[CH:8](=[O:9])[N:10]1[CH:11]([CH:29]([CH3:30])[CH3:31])[C:12](=[O:28])[N:13]([CH2:22][C:23](=[O:24])[O:25][CH2:26][CH3:27])[C:14]([c:16]2[cH:17][cH:18][cH:19][cH:20][cH:21]2)=[CH:15]1.[K+:5].[K+:6].[OH2:7]>>[CH:8](=[O:9])[N:10]1[CH:11]([CH:29]([CH3:30])[CH3:31])[C:12](=[O:28])[N:13]([CH2:22][C:23](=[O:24])[OH:25])[C:14]([c:16]2[cH:17][cH:18][cH:19][cH:20][cH:21]2)=[CH:15]1. Starting materials: ClCCl, CCC(O)c1ccsc1C(=O)O. Product: CCC1OC(=O)c2sccc21. As a reaction SMILES: [Cl:13][CH2:14][Cl:15].[OH:1][CH:2]([CH2:3][CH3:4])[c:5]1[c:6]([C:10](=[O:11])[OH:12])[s:7][cH:8][cH:9]1>>[CH:2]1([CH2:3][CH3:4])[c:5]2[c:6]([s:7][cH:8][cH:9]2)[C:10](=[O:11])[O:12]1. RXN SMILES: [CH2:18]([CH3:19])[NH:20][c:21]1[n:22][c:23]([C:32]([F:33])([F:34])[F:35])[cH:24][cH:25][c:26]1[CH:27]=[CH:28][C:29](=[O:30])[OH:31].[ClH:17].[NH2:1][CH2:2][c:3]1[cH:4][c:5]([C:15]#[CH:16])[c:6]([NH:10][S:11](=[O:12])(=[O:13])[CH3:14])[c:7]([F:9])[cH:8]1>>[NH:1]([CH2:2][c:3]1[cH:4][c:5]([C:15]#[CH:16])[c:6]([NH:10][S:11](=[O:12])(=[O:13])[CH3:14])[c:7]([F:9])[cH:8]1)[C:29]([CH:28]=[CH:27][c:26]1[c:21]([NH:20][CH2:18][CH3:19])[n:22][c:23]([C:32]([F:33])([F:34])[F:35])[cH:24][cH:25]1)=[O:30]. Product: C#Cc1cc(CNC(=O)C=Cc2ccc(C(F)(F)F)nc2NCC)cc(F)c1NS(C)(=O)=O. Starting materials: CCNc1nc(C(F)(F)F)ccc1C=CC(=O)O, Cl, C#Cc1cc(CN)cc(F)c1NS(C)(=O)=O. Starting materials: [BH4-], CCO, CS(=O)(=O)c1ccc(C=O)c(Cl)c1, Cl, [Na+]. The product is CS(=O)(=O)c1ccc(CO)c(Cl)c1. Reaction SMILES: [BH4-:14].[CH3:17][CH2:18][OH:19].[Cl:1][c:2]1[c:3]([CH:4]=[O:5])[cH:6][cH:7][c:8]([S:10](=[O:11])(=[O:12])[CH3:13])[cH:9]1.[ClH:16].[Na+:15]>>[Cl:1][c:2]1[c:3]([CH2:4][OH:5])[cH:6][cH:7][c:8]([S:10](=[O:11])(=[O:12])[CH3:13])[cH:9]1. The reactants are CCOC(C)=O, ClCCl, CC(C)Cn1ncc2cc(Oc3ccc(F)cc3F)c(C(=O)ON3C(=O)CCC3=O)cc21, NC1CCNC1=O. Yields the product CC(C)Cn1ncc2cc(Oc3ccc(F)cc3F)c(C(=O)NC3CCNC3=O)cc21. RXN SMILES: [CH3:43][CH2:44][O:45][C:46](=[O:47])[CH3:48].[Cl:40][CH2:41][Cl:42].[F:1][c:2]1[c:3]([O:4][c:5]2[cH:6][c:7]3[cH:8][n:9][n:10]([CH2:24][CH:25]([CH3:26])[CH3:27])[c:11]3[cH:12][c:13]2[C:14](=[O:15])[O:16][N:17]2[C:18](=[O:19])[CH2:20][CH2:21][C:22]2=[O:23])[cH:28][cH:29][c:30]([F:32])[cH:31]1.[NH2:33][CH:34]1[C:35](=[O:39])[NH:36][CH2:37][CH2:38]1>>[F:1][c:2]1[c:3]([O:4][c:5]2[cH:6][c:7]3[cH:8][n:9][n:10]([CH2:24][CH:25]([CH3:26])[CH3:27])[c:11]3[cH:12][c:13]2[C:14](=[O:15])[NH:33][CH:34]2[C:35](=[O:39])[NH:36][CH2:37][CH2:38]2)[cH:28][cH:29][c:30]([F:32])[cH:31]1.